This data is from the Open Reaction Database (ORD), a public repository of structured organic reaction records. The task is: describe an organic reaction: reactants, conditions, products, and yield The reactants are C(C)(C)(C)OC(=O)N[C@H](C(=O)O)CC1=CC=C(C=C1)C ((S)-2-tert-butoxycarbonylamino-3-p-tolyl-propionic acid), C(C)(C)(C)OC(=O)N[C@@H](C(=O)O)C1=CC=C(C=C1)OCC(OCC)OC ((R)-tert-butoxycarbonylamino-[4-(methoxy-ethoxy-ethoxy)-phenyl]-acetic acid), C(C)(=O)NC1=CC=C(C=C1)[C@](C(=O)O)(N)C(=O)OC(C)(C)C ((R)-(4-acetylamino-phenyl)-tert-butoxycarbonyl-amino-acetic acid), COCC(=O)Cl (methoxy-acetyl chloride), C(C)(C)(C)OC(=O)N[C@@H](C(=O)O)C1=CC=C(C=C1)OC[C@@H]1OC(OC1)(C)C ((R)-tert-butoxycarbonylamino-[4-((S)-2,2-dimethyl-[1,3]dioxolan-4-ylmethoxy)-phenyl]-acetic acid), N1(N=NC2=C1C=CC=C2)OC(=[N+](C)C)N(C)C (O-benzotriazol-1-yl-N,N,N′,N′-tetramethyluronium). Product: C(C)(C)(C)OC(=O)N[C@@H](C(=O)O)C1=CC=C(C=C1)NC(COC)=O ((R)-tert-Butoxycarbonylamino-[4-(2-methoxy-acetylamino)-phenyl]-acetic acid). As a reaction SMILES: [C:1]([O:5][C:6](N[C@@H](CC1C=CC(C)=CC=1)C(O)=O)=O)(C)(C)C.[C:21]([O:25][C:26]([NH:28][C@H:29]([C:33]1[CH:38]=[CH:37][C:36](OC[C@H]2COC(C)(C)O2)=[CH:35][CH:34]=1)[C:30]([OH:32])=[O:31])=[O:27])([CH3:24])([CH3:23])[CH3:22].N1([O:57][C:58]([N:62](C)C)=[N+](C)C)C2C=CC=CC=2N=N1.C(OC(N[C@H](C1C=CC(OCC(OC)OCC)=CC=1)C(O)=O)=O)(C)(C)C.C(NC1C=CC([C@@](C(OC(C)(C)C)=O)(N)C(O)=O)=CC=1)(=O)C.COCC(Cl)=O>>[C:21]([O:25][C:26]([NH:28][C@H:29]([C:33]1[CH:34]=[CH:35][C:36]([NH:62][C:58](=[O:57])[CH2:1][O:5][CH3:6])=[CH:37][CH:38]=1)[C:30]([OH:32])=[O:31])=[O:27])([CH3:22])([CH3:23])[CH3:24]. Procedure details: Prepared by the same method as described in example 1 except that (i) 2-fluoro-4-iodoaniline was used in place of 4-bromoaniline in step 2, (ii) O-benzotriazol-1-yl-N,N,N′,N′-bis(tetramethylene)uronium hexaflurorophosphate was used as the coupling reagent in place of O-benzotriazol-1-yl-N,N,N′,N′-tetramethyluronium hexaflurorophosphate in step 4, and (iii) (R)-tert-butoxycarbonylamino-[4-(2-methoxy-acetylamino)-phenyl]-acetic acid was used in place of (R)-tert-butyloxycarbonylamino-4-methyoxyphe... The reactants are CN(C)CC(=O)O, CCN=C=NCCCN(C)C, CN(C)C=O, Cl, Nc1ncnc2c1c(-c1ccc(Oc3ccccc3)cc1)nn2C1CCNCC1, On1nnc2cccnc21. Yields the product CN(C)CC(=O)N1CCC(n2nc(-c3ccc(Oc4ccccc4)cc3)c3c(N)ncnc32)CC1. RXN SMILES: [CH3:30][N:31]([CH2:32][C:33](=[O:34])[OH:35])[CH3:36].[CH3:38][N:39]([CH3:40])[CH2:41][CH2:42][CH2:43][N:44]=[C:45]=[N:46][CH2:47][CH3:48].[CH3:59][N:60]([CH3:61])[CH:62]=[O:63].[ClH:37].[O:1]([c:2]1[cH:3][cH:4][cH:5][cH:6][cH:7]1)[c:8]1[cH:9][cH:10][c:11](-[c:14]2[n:15][n:16]([CH:24]3[CH2:25][CH2:26][NH:27][CH2:28][CH2:29]3)[c:17]3[n:18][cH:19][n:20][c:21]([NH2:23])[c:22]23)[cH:12][cH:13]1.[OH:49][n:50]1[c:51]2[n:52][cH:53][cH:54][cH:55][c:56]2[n:57][n:58]1>>[O:1]([c:2]1[cH:3][cH:4][cH:5][cH:6][cH:7]1)[c:8]1[cH:9][cH:10][c:11](-[c:14]2[n:15][n:16]([CH:24]3[CH2:25][CH2:26][N:27]([C:33]([CH2:32][N:31]([CH3:30])[CH3:36])=[O:34])[CH2:28][CH2:29]3)[c:17]3[n:18][cH:19][n:20][c:21]([NH2:23])[c:22]23)[cH:12][cH:13]1. Starting materials: N (ammonia), ice, COC1=C(C(=O)OC)C=CC(=C1)C(=O)N1CCCCC2=C1C=CC=C2 (methyl 2-methoxy-4-(2,3,4,5-tetrahydro-1H-1-benzazepin-1-yl)carbonylbenzoate), solution. The solvent is O1CCCC1 (tetrahydrofuran). Conditions: time 6 hour. Product: COC1=C(C(=O)OC)C=CC(=C1)CN1CCCCC2=C1C=CC=C2 (methyl 2-methoxy-4-(2,3,4,5-tetrahydro-1H-1-benzazepin-1-yl)methylbenzoate). Yield: 76.0%. As a reaction SMILES: [CH3:1][O:2][C:3]1[CH:12]=[C:11]([C:13]([N:15]2[C:21]3[CH:22]=[CH:23][CH:24]=[CH:25][C:20]=3[CH2:19][CH2:18][CH2:17][CH2:16]2)=O)[CH:10]=[CH:9][C:4]=1[C:5]([O:7][CH3:8])=[O:6].N>O1CCCC1>[CH3:1][O:2][C:3]1[CH:12]=[C:11]([CH2:13][N:15]2[C:21]3[CH:22]=[CH:23][CH:24]=[CH:25][C:20]=3[CH2:19][CH2:18][CH2:17][CH2:16]2)[CH:10]=[CH:9][C:4]=1[C:5]([O:7][CH3:8])=[O:6]. Procedure details: To an ice-bath-cooled solution of methyl 2-methoxy-4-(2,3,4,5-tetrahydro-1H-1-benzazepin-1-yl)carbonylbenzoate (350 mg) in tetrahydrofuran (15 ml) was added dropwise a 1M solution of borane-tetrahydrofuran complex (3.1 ml), and the mixture was stirred at room temperature for 6 hours. After quenching the reaction with 1N hydrochloric acid (10 ml), the mixture was adjusted to pH 8-9 with concentrated ammonia solution and extracted with chloroform. The solution was washed with brine. The organic la... The solvent is C1CCOC1 (THF). The product is C(C)(C)(C)OC(=O)NC[C@@H]1N(CCC[C@@H]1C)C(=O)OCC=C (rac-cis-Allyl 2-(((tert-butoxycarbonyl)amino)methyl)-3-methylpiperidine-1-carboxylate). RXN SMILES: [CH3:1][C@H:2]1[CH2:7][CH2:6][CH2:5][NH:4][C@H:3]1[CH2:8][NH:9][C:10](=[O:16])[O:11][C:12]([CH3:15])([CH3:14])[CH3:13].[OH-].[Na+].Cl[C:20]([O:22][CH2:23][CH:24]=[CH2:25])=[O:21]>C1COCC1>[C:12]([O:11][C:10]([NH:9][CH2:8][C@H:3]1[C@@H:2]([CH3:1])[CH2:7][CH2:6][CH2:5][N:4]1[C:20]([O:22][CH2:23][CH:24]=[CH2:25])=[O:21])=[O:16])([CH3:15])([CH3:14])[CH3:13] |f:1.2|. Reported procedure: To the mixture of rac-cis-tert-butyl ((3-methylpiperidin-2-yl)methyl)carbamate (9.48 g, 41.53 mmol) in THF (25 mL) was added NaOH (2 M, 25 mL), followed by allyl chloroformate (6.65 mL, 62.3 mmol). Reactants: [OH-].[Na+] (NaOH), C[C@@H]1[C@@H](NCCC1)CNC(OC(C)(C)C)=O (rac-cis-tert-butyl ((3-methylpiperidin-2-yl)methyl)carbamate), ClC(=O)OCC=C (allyl chloroformate).